describe an organic reaction: reactants, conditions, products, and yield From a dataset of the Open Reaction Database (ORD), a public repository of structured organic reaction records. The reactants are CC(C)(C)[O-].[K+] (potassium tert-butylate), C(C(F)(F)F)O (trifluoroethanol), ClC1=CC(=C(C=C1Cl)C)[N+](=O)[O-] (4,5-dichloro-2-nitrotoluene). Product: ClC1=CC(=C(C=C1OCC(F)(F)F)C)[N+](=O)[O-] (4-Chloro-2-nitro-5-(2,2,2-trifluoroethyloxy)toluene). RXN SMILES: CC([O-])(C)C.[K+].[Cl:7][C:8]1[C:13](Cl)=[CH:12][C:11]([CH3:15])=[C:10]([N+:16]([O-:18])=[O:17])[CH:9]=1.[CH2:19]([OH:24])[C:20]([F:23])([F:22])[F:21]>>[Cl:7][C:8]1[C:13]([O:24][CH2:19][C:20]([F:23])([F:22])[F:21])=[CH:12][C:11]([CH3:15])=[C:10]([N+:16]([O-:18])=[O:17])[CH:9]=1 |f:0.1|. Procedure details: 40.4 g (360 mmol) of potassium tert-butylate were added in portions to 60 ml of trifluoroethanol, while stirring and cooling, and the mixture was heated to 80°-90° C. After cooling, 14.4 g (70 mmol) of 4,5-dichloro-2-nitrotoluene were added and the mixture was stirred at 105° C. for 1 hour. It was concentrated in vacuo and the residue was treated with 300 ml of water to give, after filtration with suction, 12 g of crude product, which were purified over silica gel with n-heptane/ethyl acetate, 1... The reactants are N1=CC=CC=C1 (pyridine). Reagents/catalysts: B(F)(F)F (BF3). Product: C1=CC=CC2=CC=CC=C12 (Naphthalene). RXN SMILES: N1[CH:6]=[CH:5][CH:4]=[CH:3][CH:2]=1>B(F)(F)F>[CH:2]1[C:6]2[C:6](=[CH:2][CH:3]=[CH:4][CH:5]=2)[CH:5]=[CH:4][CH:3]=1. Procedure details: Naphthalene was polymerized at a temperature of from 200° to 400° C. in the presence of a HF.BF3 catalyst to obtain a pitch which had an optical anisotropy of 100% as observed under a polarization microscope, an optical anisotropic structure of a "rough flow type", a Mettler softening point of 250° C. and an elemental composition as analyzed of C: 94.8 wt % and H: 5.2 wt %. This pitch was finely pulverized. Then, pyridine (solubility parameter: 10.6) was added in an amount of 200 ml to 5 g of th... Reactants: BrC=1C=C2C(=CC1)OC(CC21N=C(N(C1=O)C)SC)C1=C(C=CC=C1)F (6-bromo-2-(2-fluorophenyl)-1′-methyl-2′-(methylthio)spiro[chroman-4,4′-imidazol]-5′(1′H)-one), [NH4+].[I-] (NH4I), N.CCO (NH3 EtOH). The product is NC=1N(C(C2(N1)CC(OC1=CC=C(C=C12)Br)C1=C(C=CC=C1)F)=O)C (2′-amino-6-bromo-2-(2-fluorophenyl)-1′-methylspiro[chroman-4,4′-imidazol]-5′(1′H)-one). Yield: 70.3%. As a reaction SMILES: [Br:1][C:2]1[CH:3]=[C:4]2[C:11]3([C:15](=[O:16])[N:14]([CH3:17])[C:13](SC)=[N:12]3)[CH2:10][CH:9]([C:20]3[CH:25]=[CH:24][CH:23]=[CH:22][C:21]=3[F:26])[O:8][C:5]2=[CH:6][CH:7]=1.[NH4+:27].[I-].N.CCO>>[NH2:27][C:13]1[N:14]([CH3:17])[C:15](=[O:16])[C:11]2([C:4]3[C:5](=[CH:6][CH:7]=[C:2]([Br:1])[CH:3]=3)[O:8][CH:9]([C:20]3[CH:25]=[CH:24][CH:23]=[CH:22][C:21]=3[F:26])[CH2:10]2)[N:12]=1 |f:1.2,3.4|. Procedure: A solution of 6-bromo-2-(2-fluorophenyl)-1′-methyl-2′-(methylthio)spiro[chroman-4,4′-imidazol]-5′(1′H)-one (80 mg, 0.183 mmol) and NH4I (53.21 mg, 0.367 mmol) in a solution of NH3/EtOH (2 mL, 1.5 N) was heated at 110° C. in a tube under microwave reactor for 3 h. After cooling, the mixture was concentrated in vacuo to give a residue, which was purified by preparative TLC to afford 2′-amino-6-bromo-2-(2-fluorophenyl)-1′-methylspiro[chroman-4,4′-imidazol]-5′(1′H)-one (52 mg, 70%). 1H-NMR (MeOD): 2... Starting materials: C1(=CC=CC=C1)C(N1C=NC(=C1)CCCNC(=S)NCCCN(C1=NC=CC=C1)CC1=CC=C(C=C1)Br)(C1=CC=CC=C1)C1=CC=CC=C1 (1-[3-(1-triphenylmethylimidazol-4-yl)propyl]-3-[3-[N-(4-bromobenzyl)-N-(pyridin-2-yl)amino]propyl]thiourea), Cl (hydrochloric acid). Solvent: C(C)O (ethanol). Conditions: temperature 50 celsius. Product: Cl.Cl.BrC1=CC=C(CN(C2=NC=CC=C2)CCCNC(=S)NCCCC=2N=CNC2)C=C1 (1-(3-(N-(4-Bromobenzyl)-N-(pyridin-2-yl)amino)propyl)-3-(3-(1H-imidazol-4-yl)propyl)thiourea dihydrochloride). The yield is 99.0%. As a reaction SMILES: C1(C(C2C=CC=CC=2)(C2C=CC=CC=2)[N:8]2[CH:12]=[C:11]([CH2:13][CH2:14][CH2:15][NH:16][C:17]([NH:19][CH2:20][CH2:21][CH2:22][N:23]([CH2:30][C:31]3[CH:36]=[CH:35][C:34]([Br:37])=[CH:33][CH:32]=3)[C:24]3[CH:29]=[CH:28][CH:27]=[CH:26][N:25]=3)=[S:18])[N:10]=[CH:9]2)C=CC=CC=1.[ClH:50]>C(O)C>[ClH:50].[ClH:50].[Br:37][C:34]1[CH:33]=[CH:32][C:31]([CH2:30][N:23]([CH2:22][CH2:21][CH2:20][NH:19][C:17]([NH:16][CH2:15][CH2:14][CH2:13][C:11]2[N:10]=[CH:9][NH:8][CH:12]=2)=[S:18])[C:24]2[CH:29]=[CH:28][CH:27]=[CH:26][N:25]=2)=[CH:36][CH:35]=1 |f:3.4.5|. Procedure details: To a solution of the above thiourea (1.59 g, 2.215 mmol) in ethanol (50 ml), 1 N hydrochloric acid (16 ml) was added and the reaction mixture was heated to 50° C. for 10 h. The cooled reaction mixture was washed with diethyl ether (3×30 ml) and the aqueous phase evaporated in vacuo. The residue was extracted with absolute ethanol (3×20 ml) and evaporated in vacuo followed by drying in vacuo affording 1.23 g (99%) of the title compound as an amorphous powder. Reactants: COC(C1=C(N=C(C=C1NC(CC)CC)C)Cl)=O (2-chloro-4-(1-ethyl-propylamino)-6-methyl-nicotinic acid methyl ester), O[Li].O (LiOH.H2O). Solvent: O (water), O1CCOCC1 (dioxane). Yields the product ClC1=C(C(=O)O)C(=CC(=N1)C)NC(CC)CC (2-Chloro-4-(1-ethyl-propylamino)-6-methyl-nicotinic acid). RXN SMILES: C[O:2][C:3](=[O:18])[C:4]1[C:9]([NH:10][CH:11]([CH2:14][CH3:15])[CH2:12][CH3:13])=[CH:8][C:7]([CH3:16])=[N:6][C:5]=1[Cl:17].O[Li].O>O.O1CCOCC1>[Cl:17][C:5]1[N:6]=[C:7]([CH3:16])[CH:8]=[C:9]([NH:10][CH:11]([CH2:14][CH3:15])[CH2:12][CH3:13])[C:4]=1[C:3]([OH:18])=[O:2] |f:1.2|. Procedure details: The title compound was prepared by reaction of 2-chloro-4-(1-ethyl-propylamino)-6-methyl-nicotinic acid methyl ester with LiOH.H2O in a mixture of water and dioxane at room temperature. The desired product was acidified to pH 3 and extracted with ethyl acetate. The organic layer was dried and concentrated to dryness. The title compound was obtained as white crystals after titration with ethyl acetate. mp. 164–165° C.; anal. For C12H17Cl2O2 cacl. C, 56.14; H, 6.67; N, 10.91; found: C, 56.40; H, 6...